From a dataset of the Open Reaction Database (ORD), a public repository of structured organic reaction records. describe an organic reaction: reactants, conditions, products, and yield Starting materials: CC=1C=C(C=CC1)NC(NCC(=O)O)=O (2-[3-(3-methylphenyl)ureido]acetic acid), N(C1=CC=CC=C1)C(C(=O)OC(C)(C)C)C(=O)OC(C)(C)C (di-tert-butyl 2-anilinomalonate), S(=O)(Cl)Cl (thionyl chloride). Yields the product CC=1C=C(C=CC1)NC(NCC(=O)N(C1=CC=CC=C1)C(C(=O)OC(C)(C)C)C(=O)OC(C)(C)C)=O (di-tert-butyl 2-{2-[3-(3-methylphenyl)ureido]-N-phenylacetamido}malonate). Isolated yield 33.1%. Reaction SMILES: [CH3:1][C:2]1[CH:3]=[C:4]([NH:8][C:9](=[O:15])[NH:10][CH2:11][C:12]([OH:14])=O)[CH:5]=[CH:6][CH:7]=1.[NH:16]([CH:23]([C:31]([O:33][C:34]([CH3:37])([CH3:36])[CH3:35])=[O:32])[C:24]([O:26][C:27]([CH3:30])([CH3:29])[CH3:28])=[O:25])[C:17]1[CH:22]=[CH:21][CH:20]=[CH:19][CH:18]=1.S(Cl)(Cl)=O>>[CH3:1][C:2]1[CH:3]=[C:4]([NH:8][C:9](=[O:15])[NH:10][CH2:11][C:12]([N:16]([CH:23]([C:31]([O:33][C:34]([CH3:37])([CH3:36])[CH3:35])=[O:32])[C:24]([O:26][C:27]([CH3:30])([CH3:29])[CH3:28])=[O:25])[C:17]2[CH:18]=[CH:19][CH:20]=[CH:21][CH:22]=2)=[O:14])[CH:5]=[CH:6][CH:7]=1. Reported procedure: The procedure is as in Example 1, but 0.85 g of 2-[3-(3-methylphenyl)ureido]acetic acid, 1.25 g of di-tert-butyl 2-anilinomalonate and 0.3 cm3 of thionyl chloride are used as starting materials. The product obtained is purified by chromatography on 50 g of silica (0.04-0.063 mm) contained in a column 3 cm in diameter [eluent: methanol/dichloromethane (1.5/98.5 by volume)], using an excess pressure of 40 kPa of nitrogen and collecting 25-cm3 fractions. Fractions 6 to 15 are combined and concentra...